The task is: describe an organic reaction: reactants, conditions, products, and yield. This data is from the Open Reaction Database (ORD), a public repository of structured organic reaction records. Reactants: CNC(=O)Nc1cc(C#N)ccn1, C1CCOC1, CCOC(C)=O. The product is CNC(=O)Nc1cc(CN)ccn1. As a reaction SMILES: [C:1](#[N:2])[c:3]1[cH:4][c:5]([NH:9][C:10](=[O:11])[NH:12][CH3:13])[n:6][cH:7][cH:8]1.[CH2:14]1[O:15][CH2:16][CH2:17][CH2:18]1.[CH3:19][CH2:20][O:21][C:22]([CH3:23])=[O:24]>>[CH2:1]([NH2:2])[c:3]1[cH:4][c:5]([NH:9][C:10](=[O:11])[NH:12][CH3:13])[n:6][cH:7][cH:8]1. The reactants are Cc1nc(-c2cccc(C(F)(F)F)c2)sc1CC(=O)O, C1CCOC1. The product is Cc1nc(-c2cccc(C(F)(F)F)c2)sc1CCO. As a reaction SMILES: [CH3:1][c:2]1[n:3][c:4](-[c:11]2[cH:12][c:13]([C:17]([F:18])([F:19])[F:20])[cH:14][cH:15][cH:16]2)[s:5][c:6]1[CH2:7][C:8](=[O:9])[OH:10].[O:21]1[CH2:22][CH2:23][CH2:24][CH2:25]1>>[CH3:1][c:2]1[n:3][c:4](-[c:11]2[cH:12][c:13]([C:17]([F:18])([F:19])[F:20])[cH:14][cH:15][cH:16]2)[s:5][c:6]1[CH2:7][CH2:8][OH:9].